This data is from the Open Reaction Database (ORD), a public repository of structured organic reaction records. The task is: describe an organic reaction: reactants, conditions, products, and yield Reactants: COC=1C(=CC2=C(C(NCC(N2C)=O)=O)C1)OC (7,8-dimethoxy-1-methyl-3,4-dihydro-1H-1,4-benzodiazepine-2,5-dione), CN(C1=CC=CC=C1)C (dimethylaniline), O=P(Cl)(Cl)Cl (POCl3), C(Cl)Cl (CH2Cl2). Run in C(Cl)(Cl)Cl (CHCl3), C(C)N(CC)CC (triethylamine). Yields the product ClC1=NCC(N(C2=C1C=C(C(=C2)OC)OC)C)=O (5-chloro-7,8-dimethoxy-1-methyl-1,3-dihydro-1,4-benzodiazepin-2-one). Reaction SMILES: [CH3:1][O:2][C:3]1[C:4]([O:17][CH3:18])=[CH:5][C:6]2[N:12]([CH3:13])[C:11](=[O:14])[CH2:10][NH:9][C:8](=O)[C:7]=2[CH:16]=1.CN(C)C1C=CC=CC=1.O=P(Cl)(Cl)[Cl:30].C(Cl)Cl>C(Cl)(Cl)Cl.C(N(CC)CC)C>[Cl:30][C:8]1[C:7]2[CH:16]=[C:3]([O:2][CH3:1])[C:4]([O:17][CH3:18])=[CH:5][C:6]=2[N:12]([CH3:13])[C:11](=[O:14])[CH2:10][N:9]=1. Procedure details: Heat at 125° C. in a sealed tube for 3Y4 hour a solution of 100 mg (0.40 mmol) of 7,8-dimethoxy-1-methyl-3,4-dihydro-1H-1,4-benzodiazepine-2,5-dione (XVIIaa), 280 μl of dimethylaniline, 800 μl of POCl3, in 10 ml of anhydrous CHCl3. Allow to cool to room temperature. Add 3 g of silica and 5 ml of CH2Cl2. Add at 0° C., 1 ml of triethylamine.